This data is from the Open Reaction Database (ORD), a public repository of structured organic reaction records. The task is: describe an organic reaction: reactants, conditions, products, and yield Reactants: CC(C)[Si](C(C)C)(C(C)C)n1cc(Cc2ccc(NCc3ccccc3)cc2)c2cccnc21, CO, [H][H], [OH-], [OH-], [Pd+2]. Yields the product CC(C)[Si](C(C)C)(C(C)C)n1cc(Cc2ccc(N)cc2)c2cccnc21. As a reaction SMILES: [CH2:1]([c:2]1[cH:3][cH:4][cH:5][cH:6][cH:7]1)[NH:8][c:9]1[cH:10][cH:11][c:12]([CH2:15][c:16]2[cH:17][n:18]([Si:25]([CH:26]([CH3:27])[CH3:28])([CH:29]([CH3:30])[CH3:31])[CH:32]([CH3:33])[CH3:34])[c:19]3[n:20][cH:21][cH:22][cH:23][c:24]23)[cH:13][cH:14]1.[CH3:40][OH:41].[H:35][H:36].[OH-:37].[OH-:39].[Pd+2:38]>>[NH2:8][c:9]1[cH:10][cH:11][c:12]([CH2:15][c:16]2[cH:17][n:18]([Si:25]([CH:26]([CH3:27])[CH3:28])([CH:29]([CH3:30])[CH3:31])[CH:32]([CH3:33])[CH3:34])[c:19]3[n:20][cH:21][cH:22][cH:23][c:24]23)[cH:13][cH:14]1. Reactants: BrC1=NC=2N(C=3N(C(C2N1CC1=CC=C(C=C1)OC)=O)C(=NN3)C)CCCCC (7-bromo-6-(4-methoxybenzyl)-3-methyl-9-pentyl-6,9-dihydro-5H-[1,2,4]triazolo[4,3-a]purin-5-one), [H-].[Na+] (Sodium hydride), oil, N1N=CN=C1 (1H-1,2,4-Triazole). The solvent is CN(C)C=O (DMF), CN(C)C=O (DMF). Run at time 1 hour. Product: desired product, COC1=CC=C(CN2C(=NC=3N(C=4N(C(C23)=O)C(=NN4)C)CCCCC)N4N=CN=C4)C=C1 (6-(4-methoxybenzyl)-3-methyl-9-pentyl-7-(1H-1,2,4-triazol-1-yl)-6,9-dihydro-5H-[1,2,4]triazolo[4,3-a]purin-5-one). Isolated yield 29.6%. RXN SMILES: [H-].[Na+].[NH:3]1[CH:7]=[N:6][CH:5]=[N:4]1.Br[C:9]1[N:17]([CH2:18][C:19]2[CH:24]=[CH:23][C:22]([O:25][CH3:26])=[CH:21][CH:20]=2)[C:16]2[C:15](=[O:27])[N:14]3[C:28]([CH3:31])=[N:29][N:30]=[C:13]3[N:12]([CH2:32][CH2:33][CH2:34][CH2:35][CH3:36])[C:11]=2[N:10]=1>CN(C=O)C>[CH3:26][O:25][C:22]1[CH:23]=[CH:24][C:19]([CH2:18][N:17]2[C:16]3[C:15](=[O:27])[N:14]4[C:28]([CH3:31])=[N:29][N:30]=[C:13]4[N:12]([CH2:32][CH2:33][CH2:34][CH2:35][CH3:36])[C:11]=3[N:10]=[C:9]2[N:3]2[CH:7]=[N:6][CH:5]=[N:4]2)=[CH:20][CH:21]=1 |f:0.1|. Procedure details: Sodium hydride 60% in mineral oil (18 mg, 0.74 mmol) was added to a solution of 1H-1,2,4-Triazole (45 mg, 0.65 mmol) in DMF (10 mL) at room temperature. After stirring for 1 hour at room temperature, 7-bromo-6-(4-methoxybenzyl)-3-methyl-9-pentyl-6,9-dihydro-5H-[1,2,4]triazolo[4,3-a]purin-5-one (200 mg, 0.40 mmol) in DMF was added to above solution and the mixture was stirred overnight. The reaction was quenched with a drop of water and the reaction mixture was purified by pre LC-MS to give the d... Reactants: OCC1=C(OC(C(=O)OC)C)C=C(C=C1)C (methyl 2-(2-hydroxymethyl-5-methylphenoxy)propionate), S(=O)(Cl)Cl (thionyl chloride), O (water). Reagents/catalysts: N1=CC=CC=C1 (pyridine). Solvent: C(Cl)Cl (methylene chloride), C(Cl)Cl (methylene chloride). Yields the product ClCC1=C(OC(C(=O)OC)C)C=C(C=C1)C (Methyl 2-(2-chloromethyl-5-methylphenoxy)propionate). As a reaction SMILES: O[CH2:2][C:3]1[CH:15]=[CH:14][C:13]([CH3:16])=[CH:12][C:4]=1[O:5][CH:6]([CH3:11])[C:7]([O:9][CH3:10])=[O:8].S(Cl)([Cl:19])=O.O>C(Cl)Cl.N1C=CC=CC=1>[Cl:19][CH2:2][C:3]1[CH:15]=[CH:14][C:13]([CH3:16])=[CH:12][C:4]=1[O:5][CH:6]([CH3:11])[C:7]([O:9][CH3:10])=[O:8]. Procedure: A solution of 2.20 g (0.0098 mole) of methyl 2-(2-hydroxymethyl-5-methylphenoxy)propionate in 10 mL of dry methylene chloride was added to a colorless solution of 1.28 g (0.0108 mole) of thionyl chloride and 5 drops of pyridine in 10 mL of dry methylene chloride during a 10 minute period. This mixture was heated at reflux for one hour and then poured into 50 mL of water. The phases were separated, and the aqueous phase was extracted three times with methylene chloride. These extracts were combin... Reactants: NC=1C=C(C=CC1)C1=CC=CC=C1 (3-aminobiphenyl), COC=1C(C=C(OC1)C1=CC=CC=C1)=O (5-methoxy-2-phenyl-4H-pyran-4-one), CC(=O)O (AcOH). Solvent: O (water). Conditions: temperature 130 celsius. The product is C1(=CC(=CC=C1)N1C(=CC(C(=C1)OC)=O)C1=CC=CC=C1)C1=CC=CC=C1 (1-(biphenyl-3-yl)-5-methoxy-2-phenylpyridin-4(1H)-one). Isolated yield 44.0%. As a reaction SMILES: [CH3:1][O:2][C:3]1[C:4](=[O:15])[CH:5]=[C:6]([C:9]2[CH:14]=[CH:13][CH:12]=[CH:11][CH:10]=2)O[CH:8]=1.CC(O)=O.[NH2:20][C:21]1[CH:22]=[C:23]([C:27]2[CH:32]=[CH:31][CH:30]=[CH:29][CH:28]=2)[CH:24]=[CH:25][CH:26]=1>O>[C:23]1([C:27]2[CH:28]=[CH:29][CH:30]=[CH:31][CH:32]=2)[CH:24]=[CH:25][CH:26]=[C:21]([N:20]2[CH:8]=[C:3]([O:2][CH3:1])[C:4](=[O:15])[CH:5]=[C:6]2[C:9]2[CH:10]=[CH:11][CH:12]=[CH:13][CH:14]=2)[CH:22]=1. Procedure: To a solution of 5-methoxy-2-phenyl-4H-pyran-4-one (35 mg, 0.17 mmol) in a 1:1 mixture of AcOH:water (0.6 mL) was added 3-aminobiphenyl (59 mg, 0.35 mmol). The reaction vessel was sealed and heated at 130° C. for 3 h before being cooled to room temperature and purified by reversed phase HPLC (2 cm×5 cm C18, acetonitrile-water gradient, 0.05% TFA added) to provide (44%) 1-(biphenyl-3-yl)-5-methoxy-2-phenylpyridin-4(1H)-one. LC/MS (M+H)+ 354. Starting materials: ClC1=C(CN2C(C(C3=CC=CC=C23)=O)=O)C=CC=C1 (1-(2-chlorobenzyl)indoline-2,3-dione), [N+](=O)([O-])C (nitromethane). Run in O (water). Run at temperature 30 celsius, time 9 hour. Yields the product ClC1=C(CN2C(C(C3=CC=CC=C23)(C[N+](=O)[O-])O)=O)C=CC=C1 (1-(2-chlorobenzyl)-3-hydroxy-3-(nitromethyl)indolin-2-one). As a reaction SMILES: [Cl:1][C:2]1[CH:19]=[CH:18][CH:17]=[CH:16][C:3]=1[CH2:4][N:5]1[C:13]2[C:8](=[CH:9][CH:10]=[CH:11][CH:12]=2)[C:7](=[O:14])[C:6]1=[O:15].[N+:20]([CH3:23])([O-:22])=[O:21]>O>[Cl:1][C:2]1[CH:19]=[CH:18][CH:17]=[CH:16][C:3]=1[CH2:4][N:5]1[C:13]2[C:8](=[CH:9][CH:10]=[CH:11][CH:12]=2)[C:7]([OH:14])([CH2:23][N+:20]([O-:22])=[O:21])[C:6]1=[O:15]. Reported procedure: 1-(2-chlorobenzyl)indoline-2,3-dione (0.135 g) and nitromethane (0.15 ml) were added to water and the reaction mixture was vigorously stirred at a temperature of 30° C. for 9 hours. The obtained product was extracted with ethyl acetate and the solvent was removed to give pure product. Starting materials: CC(=O)O, CC(=O)O[BH-](OC(C)=O)OC(C)=O, O=C([O-])[O-], CC(C)(C)OC(=O)N1CCC(=O)CC1, C1CCOC1, CC1CCNCC1, ClCCl, [K+], [K+], [Na+], [Na+], [Na+], O=C([O-])[O-]. Yields the product CC1CCN(C2CCN(C(=O)OC(C)(C)C)CC2)CC1. Reaction SMILES: [C:22]([OH:23])(=[O:24])[CH3:25].[C:26]([O:27][BH-:28]([O:29][C:30](=[O:31])[CH3:32])[O:33][C:34](=[O:35])[CH3:36])(=[O:37])[CH3:38].[C:46](=[O:47])([O-:48])[O-:49].[C:8](=[O:9])([O:10][C:11]([CH3:12])([CH3:13])[CH3:14])[N:15]1[CH2:16][CH2:17][C:18](=[O:21])[CH2:19][CH2:20]1.[CH2:52]1[O:53][CH2:54][CH2:55][CH2:56]1.[CH3:1][CH:2]1[CH2:3][CH2:4][NH:5][CH2:6][CH2:7]1.[Cl:57][CH2:58][Cl:59].[K+:40].[K+:41].[Na+:39].[Na+:50].[Na+:51].[O-:42][C:43]([O-:44])=[O:45]>>[CH3:1][CH:2]1[CH2:3][CH2:4][N:5]([CH:18]2[CH2:17][CH2:16][N:15]([C:8](=[O:9])[O:10][C:11]([CH3:12])([CH3:13])[CH3:14])[CH2:20][CH2:19]2)[CH2:6][CH2:7]1. Reactants: C(C)(C)(C)C=1C=C(N(N1)C1=CC(=C(C=C1)Cl)O[Si](C(C)C)(C(C)C)C(C)C)NC(=O)N[C@H]1CC[C@H](C2=CC=CC=C12)OC=1C=CC=2N(C1)C(=NN2)N2CCOCCC2 (1-[5-tert-Butyl-2-(4-chloro-3-triisopropylsilanyloxy-phenyl)-2H-pyrazol-3-yl]-3-[(1S,4R)-4-(3-[1,4]oxazepan-4-yl-[1,2,4]triazolo[4,3-a]pyridin-6-yloxy)-1,2,3,4-tetrahydro-naphthalen-1-yl]-urea), CCCC[N+](CCCC)(CCCC)CCCC.[F-] (TBAF). Run in C1CCOC1 (THF), O (water). Product: C(C)(C)(C)C=1C=C(N(N1)C1=CC(=C(C=C1)Cl)O)NC(=O)N[C@H]1CC[C@H](C2=CC=CC=C12)OC=1C=CC=2N(C1)C(=NN2)N2CCOCCC2 (1-[5-tert-Butyl-2-(4-chloro-3-hydroxy-phenyl)-2H-pyrazol-3-yl]-3-[(1S,4R)-4-(3-[1,4]oxazepan-4-yl-[1,2,4]triazolo[4,3-a]pyridin-6-yloxy)-1,2,3,4-tetrahydro-naphthalen-1-yl]-urea). The yield is 29.8%. RXN SMILES: [C:1]([C:5]1[CH:6]=[C:7]([NH:28][C:29]([NH:31][C@@H:32]2[C:41]3[C:36](=[CH:37][CH:38]=[CH:39][CH:40]=3)[C@H:35]([O:42][C:43]3[CH:44]=[CH:45][C:46]4[N:47]([C:49]([N:52]5[CH2:58][CH2:57][CH2:56][O:55][CH2:54][CH2:53]5)=[N:50][N:51]=4)[CH:48]=3)[CH2:34][CH2:33]2)=[O:30])[N:8]([C:10]2[CH:15]=[CH:14][C:13]([Cl:16])=[C:12]([O:17][Si](C(C)C)(C(C)C)C(C)C)[CH:11]=2)[N:9]=1)([CH3:4])([CH3:3])[CH3:2].CCCC[N+](CCCC)(CCCC)CCCC.[F-]>C1COCC1.O>[C:1]([C:5]1[CH:6]=[C:7]([NH:28][C:29]([NH:31][C@@H:32]2[C:41]3[C:36](=[CH:37][CH:38]=[CH:39][CH:40]=3)[C@H:35]([O:42][C:43]3[CH:44]=[CH:45][C:46]4[N:47]([C:49]([N:52]5[CH2:58][CH2:57][CH2:56][O:55][CH2:54][CH2:53]5)=[N:50][N:51]=4)[CH:48]=3)[CH2:34][CH2:33]2)=[O:30])[N:8]([C:10]2[CH:15]=[CH:14][C:13]([Cl:16])=[C:12]([OH:17])[CH:11]=2)[N:9]=1)([CH3:4])([CH3:2])[CH3:3] |f:1.2|. Reported procedure: A solution of Intermediate 64a (243 mg, 0.29 mmol) and TBAF (LM in THF, 1.3 mL, 1.33 mmol) in THF (3 mL) was stirred at RT for 1 h, then diluted with water and extracted with DCM (3×20 mL). The combined organics were dried and concentrated in vacuo. The residue was purified by FCC, using 0-5% [2M NH3 in MeOH] in DCM, to give the product. This was further purified by HPLC (XBridge C18 column, 25-98% MeCN in H2O, 0.1% NH4OH) to give the title compound (58 mg, 29%). LCMS (Method 5): Rt 4.10 min, m/... Reactants: BrC1=NC=C(C=C1)OCC(C)C (2-Bromo-5-isobutoxy-pyridine), sodium tert.-butylate, CN1N=C(C=C1)N (1-methyl-1H-pyrazole-3-amine). Reagents/catalysts: Cl[Pd-]([C-]1C(=CC=C1)N(C)C)P(C1C2CCC(C1)C2)C2C1CCC(C2)C1.[CH-]1C=CC=C1.[Fe+2] (Chloro-(di-2-norbornylphosphino)(2-dimethylaminoferrocene-1-yl)palladium (II)). The solvent is O1CCOCC1 (dioxane), O1CCOCC1 (dioxane). The yield is 33.0%. Yields the product C(C(C)C)OC=1C=CC(=NC1)NC1=NN(C=C1)C ((5-Isobutoxy-pyridine-2-yl)-(1-methyl-1H-pyrazole-3-yl)amine). Procedure: 2-Bromo-5-isobutoxy-pyridine (0.38 mmol), sodium-tert.-butylate (1.4 eq.), and 1-methyl-1H-pyrazole-3-amine (1.2 eq.) are dissolved in degassed dioxane (2 ml) and heated to 80° C. Chloro-(di-2-norbornylphosphino)(2-dimethylaminoferrocene-1-yl)palladium (II) (3 mg) in degassed dioxane (1 ml) is added and the reaction is heated for 1 hour at 150° C. in the microwave. The reaction is quenched with ethylacetate methanol (30 ml, 9:1) and filtrated over celite. The solvent of the filtrate is removed i... RXN SMILES: Br[C:2]1[CH:7]=[CH:6][C:5]([O:8][CH2:9][CH:10]([CH3:12])[CH3:11])=[CH:4][N:3]=1.[CH3:13][N:14]1[CH:18]=[CH:17][C:16]([NH2:19])=[N:15]1>O1CCOCC1.Cl[Pd-](P(C1CC2CC1CC2)C1CC2CC1CC2)[C-]1C=CC=C1N(C)C.[CH-]1C=CC=C1.[Fe+2]>[CH2:9]([O:8][C:5]1[CH:6]=[CH:7][C:2]([NH:19][C:16]2[CH:17]=[CH:18][N:14]([CH3:13])[N:15]=2)=[N:3][CH:4]=1)[CH:10]([CH3:12])[CH3:11] |f:3.4.5|. Reaction conditions: temperature 80 celsius.